Dataset: the Open Reaction Database (ORD), a public repository of structured organic reaction records. Task: describe an organic reaction: reactants, conditions, products, and yield Reactants: CCOC(=O)CP(=O)(OCC)OCC (triethyl phosphono acetate), [H-].[Na+] (sodium hydride), CN1CC2[C@@H](C[C@H](C(C1)C2=O)C)C ((6R*,8R*)-3,6,8-trimethyl-3-azabicyclo[3.3.1]nonan-9-one), C(C)(=O)OCC (ethyl acetate). Solvent: O1CCCC1 (tetrahydrofuran), O1CCCC1 (tetrahydrofuran). Conditions: time 10 minute. Product: CN1CC2[C@@H](C[C@H](C(C1)C2=CC(=O)OCC)C)C (Ethyl (±)-(6R*,8R*)-(3,6,8-trimethyl-3-azabicyclo[3.3.1]non-9-ylidene)acetate). Yield: 32.5%. Reaction SMILES: [CH3:1][CH2:2][O:3][C:4]([CH2:6]P(OCC)(OCC)=O)=[O:5].[H-].[Na+].[CH3:17][N:18]1[CH2:25][CH:24]2[C:26](=O)[CH:20]([C@H:21]([CH3:29])[CH2:22][C@H:23]2[CH3:28])[CH2:19]1.C(OCC)(=O)C>O1CCCC1>[CH3:17][N:18]1[CH2:25][CH:24]2[C:26](=[CH:6][C:4]([O:3][CH2:2][CH3:1])=[O:5])[CH:20]([C@H:21]([CH3:29])[CH2:22][C@H:23]2[CH3:28])[CH2:19]1 |f:1.2|. Procedure: To a solution of 130 g of triethyl phosphono acetate in tetrahydrofuran (600 ml) was added 25 g of sodium hydride (oily: 60% or above) under ice-cooling and the resulting mixture was stirred at room temperature for 10 minutes. Then a solution of 70 g of the crude (6R*,8R*)-3,6,8-trimethyl-3-azabicyclo[3.3.1]nonan-9-one in tetrahydrofuran (300 ml) was added thereto and the reaction mixture was heated under reflux for 2 hours. After adding ethyl acetate, the reaction mixture was washed twice with ...